This data is from the Open Reaction Database (ORD), a public repository of structured organic reaction records. The task is: describe an organic reaction: reactants, conditions, products, and yield The reactants are ClC1=C2C(=NC=C1)C(C1=C(CC2)C=C(C=C1)Cl)=C1CCN(CC1)C(CC=1C=NC=CC1)=O (4-[4,8-DICHLORO-5,6-DIHYDRO-11H-BENZO[5,6]CYCLOHEPTA[1,2-b]PYRIDIN-11-YLIDENE]-1-(3-PYRIDINYLACETYL)-PIPERIDINE), [H-].[Na+] (sodium hydride), C(CS)(=O)OC (methyl thioglycolate), CN(C)C=O (DMF). The solvent is CO (MeOH). Yields the product COC(CSC1=C2C(=NC=C1)C(C1=C(CC2)C=C(C=C1)Cl)=C1CCN(CC1)C(CC=1C=NC=CC1)=O)=O (METHYL[[8-CHLORO-6,11-DIHYDRO-11-[1-[1-OXO-2-(3-PYRIDINYL)ETHYL]-4-PIPERIDINYLIDENE]-5H-BENZO[5,6]CYCLOHEPTA[1,2-b]PYRIDIN-4-YL]THIO]ACETATE). Yield: 15.0%. Reaction SMILES: Cl[C:2]1[CH:7]=[CH:6][N:5]=[C:4]2[C:8](=[C:18]3[CH2:23][CH2:22][N:21]([C:24](=[O:32])[CH2:25][C:26]4[CH:27]=[N:28][CH:29]=[CH:30][CH:31]=4)[CH2:20][CH2:19]3)[C:9]3[CH:16]=[CH:15][C:14]([Cl:17])=[CH:13][C:10]=3[CH2:11][CH2:12][C:3]=12.[H-].[Na+].[C:35]([O:39][CH3:40])(=[O:38])[CH2:36][SH:37].CN(C=O)C>CO>[CH3:40][O:39][C:35](=[O:38])[CH2:36][S:37][C:2]1[CH:7]=[CH:6][N:5]=[C:4]2[C:8](=[C:18]3[CH2:19][CH2:20][N:21]([C:24](=[O:32])[CH2:25][C:26]4[CH:27]=[N:28][CH:29]=[CH:30][CH:31]=4)[CH2:22][CH2:23]3)[C:9]3[CH:16]=[CH:15][C:14]([Cl:17])=[CH:13][C:10]=3[CH2:11][CH2:12][C:3]=12 |f:1.2|. Procedure details: A mixture of the title compound from Example 250 (0.26 grams), sodium hydride (0.08 grams, 60% in mineral oil), methyl thioglycolate (0.19 mL) and anhydrous DMF (15 mL) was stirred while being irradiated with a 200 W lamp for 16 hours. The mixture was diluted with MeOH, concentrated in vacuo, diluted with CH2Cl2 and water, and washed with 1N aqueous NaOH and brine. The organic phase was dried over anhydrous MgSO4 and concentrated in vacuo and the residue purified by preparative plate chromatogra... The reactants are C(C1=CC=CC=C1)OC=1N=NC(=CC1OCC1=CC=CC=C1)COC1=CC2=CC=CC=C2C=C1 (3,4-bis(benzyloxy)-6-[(2-naphthyloxy)methyl]pyridazine). The reagents and catalysts are S(=O)(=O)([O-])[O-].[Ba+2].[Pd+2].S(=O)(=O)([O-])[O-] (palladium-barium sulfate). The solvent is C(C)O (ethanol). Conditions: time 5 hour. The product is OC1=NNC(=CC1=O)COC1=CC2=CC=CC=C2C=C1 (3-hydroxy-6-[(2-naphthyloxy)methyl]pyridazin-4(1H)-one). Yield: 41.8%. RXN SMILES: C([O:8][C:9]1[N:10]=[N:11][C:12]([CH2:23][O:24][C:25]2[CH:34]=[CH:33][C:32]3[C:27](=[CH:28][CH:29]=[CH:30][CH:31]=3)[CH:26]=2)=[CH:13][C:14]=1[O:15]CC1C=CC=CC=1)C1C=CC=CC=1>C(O)C.S([O-])([O-])(=O)=O.[Ba+2].[Pd+2].S([O-])([O-])(=O)=O>[OH:8][C:9]1[C:14](=[O:15])[CH:13]=[C:12]([CH2:23][O:24][C:25]2[CH:34]=[CH:33][C:32]3[C:27](=[CH:28][CH:29]=[CH:30][CH:31]=3)[CH:26]=2)[NH:11][N:10]=1 |f:2.3.4.5|. Reported procedure: Under a nitrogen atmosphere, 10% palladium-barium sulfate (120 mg) was suspended in ethanol (10 ml), and 3,4-bis(benzyloxy)-6-[(2-naphthyloxy)methyl]pyridazine (120 mg) was added. Under a hydrogen atmosphere, the mixture was stirred at room temperature for 5 hr. The catalyst was filtered off through celite, and the filtrate was concentrated under reduced pressure. The residue was washed with diethyl ether, and the resulting solid was collected by filtration and dried under reduced pressure to gi... The reactants are C1(=CC=CC=C1)C#C (phenylacetylene), BrC1=CC=C(C=O)C=C1 (4-bromobenzaldehyde). Reagents/catalysts: CC(=O)[O-].CC(=O)[O-].C1=CC=C(C=C1)P(C2=CC=CC=C2)C3=CC=CC=C3.C1=CC=C(C=C1)P(C2=CC=CC=C2)C3=CC=CC=C3.[Pd+2] (bis(triphenylphosphine)palladium(II) acetate). Product: C1(=CC=CC=C1)C#CC1=CC=C(C=O)C=C1 (4-(2-phenylethynyl)benzaldehyde). Yield: 70.0%. As a reaction SMILES: [C:1]1([C:7]#[CH:8])[CH:6]=[CH:5][CH:4]=[CH:3][CH:2]=1.Br[C:10]1[CH:17]=[CH:16][C:13]([CH:14]=[O:15])=[CH:12][CH:11]=1>CC([O-])=O.CC([O-])=O.C1C=CC(P(C2C=CC=CC=2)C2C=CC=CC=2)=CC=1.C1C=CC(P(C2C=CC=CC=2)C2C=CC=CC=2)=CC=1.[Pd+2]>[C:1]1([C:7]#[C:8][C:10]2[CH:17]=[CH:16][C:13]([CH:14]=[O:15])=[CH:12][CH:11]=2)[CH:6]=[CH:5][CH:4]=[CH:3][CH:2]=1 |f:2.3.4.5.6|. Procedure: By the method of example 53(A), but using bis(triphenylphosphine)palladium(II) acetate as catalyst (3 mol %), phenylacetylene and 4-bromobenzaldehyde are coupled to give 4-(2-phenylethynyl)benzaldehyde in 70% yield after distillation. By the methods of example 1, this is converted into the title compound, obtained as a colorless solid, mp 190°-191° after recrystallization from hexane-ethyl acetate. Starting materials: NC[C@@H](C)O ((R)-1-amino-2-propanol), O=CCC1C(C2=CC(=CC=C2C1)CC)=O ((RS)-2-(2-oxoethyl)-6-ethyl-1-indanone), O (water). The reagents and catalysts are C1(=CC=C(C=C1)S(=O)(=O)O)C (p-toluenesulfonic acid). Run in C1(=CC=CC=C1)C (toluene), C1(=CC=CC=C1)C (toluene). Reaction conditions: time 45 minute. Yields the product C(C)C1=CC=C2CC3=C(N(C=C3)C[C@@H](C)O)C2=C1 ((R)-1-(7-ethyl-1,4-dihydro-indeno[1,2-b]pyrrol-1-yl)-propan-2-ol). Isolated yield 70.5%. Reaction SMILES: O=[CH:2][CH2:3][CH:4]1[CH2:12][C:11]2[C:6](=[CH:7][C:8]([CH2:13][CH3:14])=[CH:9][CH:10]=2)[C:5]1=O.O.[NH2:17][CH2:18][C@H:19]([OH:21])[CH3:20]>C1(C)C=CC=CC=1.C1(C)C=CC(S(O)(=O)=O)=CC=1>[CH2:13]([C:8]1[CH:7]=[C:6]2[C:11]([CH2:12][C:4]3[CH:3]=[CH:2][N:17]([CH2:18][C@H:19]([OH:21])[CH3:20])[C:5]=32)=[CH:10][CH:9]=1)[CH3:14]. Procedure: A solution of 2.02 g of (RS)-2-(2-oxoethyl)-6-ethyl-1-indanone and 80 mg of p-toluenesulfonic acid in 70 ml of anhydrous toluene was heated on a water separator. A solution of 3.0 g of (R)-1-amino-2-propanol in 20 ml of anhydrous toluene was added dropwise to the boiling solution over a period of 5 minutes. Subsequently, the mixture was boiled for an additional 45 minutes, during which the solvent was reduced to a volume of 20 ml. The cooled reaction mixture was purified by column chromatography... The reactants are O=C([O-])O, CS(=O)(=O)OCC1CN(c2ccc(I)c(F)c2)C(=O)O1, CN(C)C=O, [N-]=[N+]=[N-], [Na+], [Na+]. Product: [N-]=[N+]=NCC1CN(c2ccc(I)c(F)c2)C(=O)O1. Reaction SMILES: [C:25](=[O:26])([OH:27])[O-:28].[CH3:1][S:2]([O:3][CH2:6][CH:7]1[CH2:8][N:9]([c:13]2[cH:14][c:15]([F:20])[c:16]([I:19])[cH:17][cH:18]2)[C:10](=[O:12])[O:11]1)(=[O:4])=[O:5].[CH3:30][N:31]([CH3:32])[CH:33]=[O:34].[N-:22]=[N+:23]=[N-:24].[Na+:21].[Na+:29]>>[CH2:6]([CH:7]1[CH2:8][N:9]([c:13]2[cH:14][c:15]([F:20])[c:16]([I:19])[cH:17][cH:18]2)[C:10](=[O:12])[O:11]1)[N:22]=[N+:23]=[N-:24]. Reactants: C(CCCCCC)N1C(=NC=C1)C (1-heptyl-2-methyl-1H-imidazole), BrCCCCC1=CC=C(C=C1)OC (1-(4-bromobutyl)-4-methoxybenzene). Reaction conditions: temperature 140 celsius. The product is [Br-].C(CCCCCC)[N+]1=C(N(C=C1)CCCCC1=CC=C(C=C1)OC)C (1-Heptyl-3-[4-(4-methoxyphenyl)butyl]-2-methylimidazolium bromide). As a reaction SMILES: [CH2:1]([N:8]1[CH:12]=[CH:11][N:10]=[C:9]1[CH3:13])[CH2:2][CH2:3][CH2:4][CH2:5][CH2:6][CH3:7].[Br:14][CH2:15][CH2:16][CH2:17][CH2:18][C:19]1[CH:24]=[CH:23][C:22]([O:25][CH3:26])=[CH:21][CH:20]=1>>[Br-:14].[CH2:1]([N+:8]1[CH:12]=[CH:11][N:10]([CH2:15][CH2:16][CH2:17][CH2:18][C:19]2[CH:20]=[CH:21][C:22]([O:25][CH3:26])=[CH:23][CH:24]=2)[C:9]=1[CH3:13])[CH2:2][CH2:3][CH2:4][CH2:5][CH2:6][CH3:7] |f:2.3|. Reported procedure: A mixture of 2.50 g (0.0139 mole) of 1-heptyl-2-methyl-1H-imidazole and 3.37 g (0.0139 mole) of 1-(4-bromobutyl)-4-methoxybenzene is heated at 140° C. for about 2 hours. Follow the progress of the reaction by thin-layer chromatography on silica gel (methanol: 1M sodium chloride, 95:5). At the completion of the reaction, the cooled reaction product is triturated thoroughly with ether and on drying, provides the title compound.